This data is from the Open Reaction Database (ORD), a public repository of structured organic reaction records. The task is: describe an organic reaction: reactants, conditions, products, and yield Reactants: N#N (N2), O=C(CCCCC=1OC=C(N1)C(=O)O)C (2-(5-oxo-hexyl)-oxazole-4-carboxylic acid), C(C(=O)Cl)(=O)Cl (oxalyl chloride), CN(C)C=O (DMF). The solvent is C1(=CC=CC=C1)C (toluene). Conditions: time 1 hour. The product is O=C(CCCCC=1OC=C(N1)C(=O)Cl)C (2-(5-oxo-hexyl)-oxazole-4-carbonyl chloride). As a reaction SMILES: N#N.[O:3]=[C:4]([CH3:17])[CH2:5][CH2:6][CH2:7][CH2:8][C:9]1[O:10][CH:11]=[C:12]([C:14](O)=[O:15])[N:13]=1.CN(C=O)C.C(Cl)(=O)C([Cl:26])=O>C1(C)C=CC=CC=1>[O:3]=[C:4]([CH3:17])[CH2:5][CH2:6][CH2:7][CH2:8][C:9]1[O:10][CH:11]=[C:12]([C:14]([Cl:26])=[O:15])[N:13]=1. Procedure details: In a flame dried round-bottomed flask equipped with a magnetic stir bar and under inert atmosphere (N2), a suspension of 2-(5-oxo-hexyl)-oxazole-4-carboxylic acid (403 mg, 1.91 mmol) in toluene (19 mL) was treated at 0° C. with a drop of DMF followed by oxalyl chloride (0.20 mL, 2.29 mmol) and the resulting yellow solution was stirred at rt for 1 h. The solvent was then removed under reduced pressure (coevaporation with toluene) to give 2-(5-oxo-hexyl)-oxazole-4-carbonyl chloride as a brown oil.